This data is from the Open Reaction Database (ORD), a public repository of structured organic reaction records. The task is: describe an organic reaction: reactants, conditions, products, and yield The reactants are O=C1CCC(=O)N1Br, C=C(OCC)c1c(C)c(C#N)c2nc(N(C)C)oc2c1F, C1CCOC1, O. Yields the product Cc1c(C(=O)CBr)c(F)c2oc(N(C)C)nc2c1C#N. As a reaction SMILES: [Br:23][N:24]1[C:25](=[O:26])[CH2:27][CH2:28][C:29]1=[O:30].[CH2:1]([CH3:2])[O:3][C:4](=[CH2:5])[c:6]1[c:7]([F:21])[c:8]2[c:9]([n:10][c:11]([N:13]([CH3:14])[CH3:15])[o:12]2)[c:16]([C:19]#[N:20])[c:17]1[CH3:18].[O:31]1[CH2:32][CH2:33][CH2:34][CH2:35]1.[OH2:22]>>[CH2:3]([C:4](=[O:5])[c:6]1[c:7]([F:21])[c:8]2[c:9]([n:10][c:11]([N:13]([CH3:14])[CH3:15])[o:12]2)[c:16]([C:19]#[N:20])[c:17]1[CH3:18])[Br:23].